Dataset: the Open Reaction Database (ORD), a public repository of structured organic reaction records. Task: describe an organic reaction: reactants, conditions, products, and yield The reactants are CCOC(C)=O, N#Cc1ccc([N+](=O)[O-])c(F)c1, [H-], CC(c1cccnc1)n1c(=O)n(C(=O)OC(C)(C)C)c2ccc(N)nc21, [Na+], CN(C)C=O. Yields the product CC(c1cccnc1)n1c(=O)n(C(=O)OC(C)(C)C)c2ccc(Nc3cc(C#N)ccc3[N+](=O)[O-])nc21. As a reaction SMILES: [CH3:46][CH2:47][O:48][C:49]([CH3:50])=[O:51].[F:27][c:28]1[cH:29][c:30]([C:31]#[N:32])[cH:33][cH:34][c:35]1[N+:36](=[O:37])[O-:38].[H-:40].[NH2:1][c:2]1[cH:3][cH:4][c:5]2[c:6]([n:7]1)[n:8]([CH:19]([CH3:20])[c:21]1[cH:22][n:23][cH:24][cH:25][cH:26]1)[c:9](=[O:18])[n:10]2[C:11](=[O:12])[O:13][C:14]([CH3:15])([CH3:16])[CH3:17].[Na+:39].[O:41]=[CH:42][N:43]([CH3:44])[CH3:45]>>[NH:1]([c:2]1[cH:3][cH:4][c:5]2[c:6]([n:7]1)[n:8]([CH:19]([CH3:20])[c:21]1[cH:22][n:23][cH:24][cH:25][cH:26]1)[c:9](=[O:18])[n:10]2[C:11](=[O:12])[O:13][C:14]([CH3:15])([CH3:16])[CH3:17])[c:28]1[cH:29][c:30]([C:31]#[N:32])[cH:33][cH:34][c:35]1[N+:36](=[O:37])[O-:38]. Starting materials: ClC=1C=C2C=CC(=CC2=CC1)S(=O)(=O)N1CCN(CC1)C(C1=CC=C(C=C1)C=1C(=NC=CC1)CNC(=O)OC(C)(C)C)=O (1-(6-chloronaphth-2-ylsulphonyl)-4-[4-(2-tert-butyloxycarbonylaminomethyl-pyridyl)benzoyl]piperazine), Cl (HCl), resultant mixture. Solvent: O1CCCC1 (tetrahydrofuran). Product: ClC=1C=C2C=CC(=CC2=CC1)S(=O)(=O)N1CCN(CC1)C(C1=CC=C(C=C1)C=1C(=NC=CC1)CN)=O (1-(6-chloronaphth-2-ylsulphonyl)-4-[4-(2-aminomethyl-pyridyl)benzoyl]piperazine). The yield is 93.1%. RXN SMILES: [Cl:1][C:2]1[CH:3]=[C:4]2[C:9](=[CH:10][CH:11]=1)[CH:8]=[C:7]([S:12]([N:15]1[CH2:20][CH2:19][N:18]([C:21](=[O:43])[C:22]3[CH:27]=[CH:26][C:25]([C:28]4[C:29]([CH2:34][NH:35]C(OC(C)(C)C)=O)=[N:30][CH:31]=[CH:32][CH:33]=4)=[CH:24][CH:23]=3)[CH2:17][CH2:16]1)(=[O:14])=[O:13])[CH:6]=[CH:5]2.Cl>O1CCCC1>[Cl:1][C:2]1[CH:3]=[C:4]2[C:9](=[CH:10][CH:11]=1)[CH:8]=[C:7]([S:12]([N:15]1[CH2:20][CH2:19][N:18]([C:21](=[O:43])[C:22]3[CH:23]=[CH:24][C:25]([C:28]4[C:29]([CH2:34][NH2:35])=[N:30][CH:31]=[CH:32][CH:33]=4)=[CH:26][CH:27]=3)[CH2:17][CH2:16]1)(=[O:14])=[O:13])[CH:6]=[CH:5]2. Procedure: To a solution of 1-(6-chloronaphth-2-ylsulphonyl)-4-[4-(2-tert-butyloxycarbonylaminomethyl-pyridyl)benzoyl]piperazine (90 mg, 1.45 mmol) in tetrahydrofuran (2 ml) was added ˜4M methanolic HCl (2 ml) and the resultant mixture stirred for four hours at ambient temperature. Removal of the solvent, after filtration, gave 1-(6-chloronaphth-2-ylsulphonyl)-4-[4-(2-aminomethyl-pyridyl)benzoyl]piperazine (75 mg, 1.35 mmol). Reactants: ClC=1C=C(C=O)C=C(C1O)Cl (3,5-dichloro-4-hydroxybenzaldehyde), CC(C(C)=O)=NO (butanedione mono-oxime), Cl (hydrogen chloride). The solvent is C(=O)O (formic acid). Yields the product ClC=1C=C(C=C(C1O)Cl)C=1OC(=C([N+]1[O-])C)C (2-(3,5-Dichloro-4-hydroxyphenyl)-4,5-dimethyloxazole N-oxide), product. As a reaction SMILES: [Cl:1][C:2]1[CH:3]=[C:4]([CH:7]=[C:8]([Cl:11])[C:9]=1[OH:10])[CH:5]=[O:6].[CH3:12][C:13](=[N:17][OH:18])[C:14](=O)[CH3:15].Cl>C(O)=O>[Cl:1][C:2]1[CH:3]=[C:4]([C:5]2[O:6][C:14]([CH3:15])=[C:13]([CH3:12])[N+:17]=2[O-:18])[CH:7]=[C:8]([Cl:11])[C:9]=1[OH:10]. Procedure details: 2-(3,5-Dichloro-4-hydroxyphenyl)-4,5-dimethyloxazole N-oxide was prepared from 19.1 g 3,5-dichloro-4-hydroxybenzaldehyde and 10.1 g butanedione mono-oxime in formic acid in the presence of hydrogen chloride gas. There was obtained 12.2 g of product, m.p. 221°-223° C. Starting materials: O=C([O-])O, ClCCl, CN(C)C=O, Cc1cc(-c2cccc(C#N)c2)c(C(=O)O)c(C)n1, [Na+], NCCN1CCOCC1, O=S(Cl)Cl. Product: Cc1cc(-c2cccc(C#N)c2)c(C(=O)NCCN2CCOCC2)c(C)n1. RXN SMILES: [C:33](=[O:34])([OH:35])[O-:36].[CH2:38]([Cl:39])[Cl:40].[CH3:41][N:42]([CH3:43])[CH:44]=[O:45].[CH3:5][c:6]1[n:7][c:8]([CH3:23])[cH:9][c:10](-[c:15]2[cH:16][c:17]([C:21]#[N:22])[cH:18][cH:19][cH:20]2)[c:11]1[C:12](=[O:13])[OH:14].[Na+:37].[O:24]1[CH2:25][CH2:26][N:27]([CH2:30][CH2:31][NH2:32])[CH2:28][CH2:29]1.[S:1]([Cl:2])([Cl:3])=[O:4]>>[CH3:5][c:6]1[n:7][c:8]([CH3:23])[cH:9][c:10](-[c:15]2[cH:16][c:17]([C:21]#[N:22])[cH:18][cH:19][cH:20]2)[c:11]1[C:12](=[O:14])[NH:32][CH2:31][CH2:30][N:27]1[CH2:26][CH2:25][O:24][CH2:29][CH2:28]1.